From a dataset of the Open Reaction Database (ORD), a public repository of structured organic reaction records. describe an organic reaction: reactants, conditions, products, and yield Reactants: [Br-], [Br-], [Br-], CC(=O)c1cc(Cl)c(OCc2ccccc2)cc1OCc1ccccc1, Cc1ccccc1, C1CCOC1, C[N+](C)(C)c1ccccc1, C[N+](C)(C)c1ccccc1, C[N+](C)(C)c1ccccc1. Product: O=C(CBr)c1cc(Cl)c(OCc2ccccc2)cc1OCc1ccccc1. Reaction SMILES: [Br-:1].[Br-:2].[Br-:3].[CH2:34]([c:35]1[cH:36][cH:37][cH:38][cH:39][cH:40]1)[O:41][c:42]1[c:43]([C:57]([CH3:58])=[O:59])[cH:44][c:45]([Cl:56])[c:46]([O:48][CH2:49][c:50]2[cH:51][cH:52][cH:53][cH:54][cH:55]2)[cH:47]1.[CH3:60][c:61]1[cH:62][cH:63][cH:64][cH:65][cH:66]1.[O:67]1[CH2:68][CH2:69][CH2:70][CH2:71]1.[c:14]1([N+:15]([CH3:16])([CH3:17])[CH3:18])[cH:19][cH:20][cH:21][cH:22][cH:23]1.[c:24]1([N+:25]([CH3:26])([CH3:27])[CH3:28])[cH:29][cH:30][cH:31][cH:32][cH:33]1.[c:4]1([N+:5]([CH3:6])([CH3:7])[CH3:8])[cH:9][cH:10][cH:11][cH:12][cH:13]1>>[Br:1][CH2:58][C:57]([c:43]1[c:42]([O:41][CH2:34][c:35]2[cH:36][cH:37][cH:38][cH:39][cH:40]2)[cH:47][c:46]([O:48][CH2:49][c:50]2[cH:51][cH:52][cH:53][cH:54][cH:55]2)[c:45]([Cl:56])[cH:44]1)=[O:59].